Dataset: the Open Reaction Database (ORD), a public repository of structured organic reaction records. Task: describe an organic reaction: reactants, conditions, products, and yield Starting materials: CCO, CC(N)c1ccccc1, O=Cc1ccccc1. Yields the product CC(NCc1ccccc1)c1ccccc1. As a reaction SMILES: [CH3:18][CH2:19][OH:20].[CH3:9][CH:10]([c:11]1[cH:12][cH:13][cH:14][cH:15][cH:16]1)[NH2:17].[CH:1](=[O:2])[c:3]1[cH:4][cH:5][cH:6][cH:7][cH:8]1>>[CH2:1]([c:3]1[cH:4][cH:5][cH:6][cH:7][cH:8]1)[NH:17][CH:10]([CH3:9])[c:11]1[cH:12][cH:13][cH:14][cH:15][cH:16]1. Reactants: Cl.CC1=C2C=C(NC(C2=CC=C1)=O)C1CCNCC1 (5-methyl-3-(piperidin-4-yl)-2H-isoquinolin-1-one hydrochloride), BrCCCO (3-bromo-1-propanol). Product: CC1=C2C=C(NC(C2=CC=C1)=O)C1CCN(CC1)CCCO (5-methyl-3-[1-(3-hydroxypropyl)piperidin-4-yl]-2H-isoquinolin-1-one). The yield is 20.5%. Reaction SMILES: Cl.[CH3:2][C:3]1[CH:12]=[CH:11][CH:10]=[C:9]2[C:4]=1[CH:5]=[C:6]([CH:14]1[CH2:19][CH2:18][NH:17][CH2:16][CH2:15]1)[NH:7][C:8]2=[O:13].Br[CH2:21][CH2:22][CH2:23][OH:24]>>[CH3:2][C:3]1[CH:12]=[CH:11][CH:10]=[C:9]2[C:4]=1[CH:5]=[C:6]([CH:14]1[CH2:19][CH2:18][N:17]([CH2:21][CH2:22][CH2:23][OH:24])[CH2:16][CH2:15]1)[NH:7][C:8]2=[O:13] |f:0.1|. Reported procedure: By the reaction in the same manner as in Example 2a, using 5-methyl-3-(piperidin-4-yl)-2H-isoquinolin-1-one hydrochloride (1 g) and 3-bromo-1-propanol (751 mg), 5-methyl-3-[1-(3-hydroxypropyl)piperidin-4-yl]-2H-isoquinolin-1-one (221 mg) was obtained. Reactants: IC (iodomethane), BrC=1C(=CC=2C(CCC(C2C1)(C)C)(C)C)O (3-bromo-2-hydroxy-5,6,7,8-tetrahydro-5,5,8,8-tetramethylnaphthalene), CN(C)C=O (DMF), [H-].[Na+] (sodium hydride). Reaction SMILES: [Br:1][C:2]1[C:3]([OH:16])=[CH:4][C:5]2[C:6]([CH3:15])([CH3:14])[CH2:7][CH2:8][C:9]([CH3:13])([CH3:12])[C:10]=2[CH:11]=1.[CH3:17]N(C=O)C.[H-].[Na+].IC>O>[Br:1][C:2]1[C:3]([O:16][CH3:17])=[CH:4][C:5]2[C:6]([CH3:15])([CH3:14])[CH2:7][CH2:8][C:9]([CH3:12])([CH3:13])[C:10]=2[CH:11]=1 |f:2.3|. Procedure details: 7 g (24.7 mmol) of 3-bromo-2-hydroxy-5,6,7,8-tetrahydro-5,5,8,8-tetramethylnaphthalene and 40 ml of DMF are introduced into a three-necked flask under a stream of nitrogen. 890 mg (29.6 mmol) of sodium hydride (80% in oil) are added portionwise and the mixture is stirred until the evolution of gas has ceased. 1.7 ml (27 mmol) of iodomethane are then added and the mixture is stirred at room temperature for one hour. The reaction medium is poured into water and extracted with ethyl ether, and the ... The product is BrC=1C(=CC=2C(CCC(C2C1)(C)C)(C)C)OC (3-Bromo-2-methoxy-5,6,7,8-tetrahydro-5,5,8,8-tetramethylnaphthalene). The solvent is O (water). The reactants are BrC1=CC2=C(C(=CO2)CC#N)C=C1 ((6-Bromo-benzofuran-3-yl)-acetonitrile). Solvent: C1CCOC1 (THF), C1CCOC1 (THF). Reaction conditions: time 8 hour. The product is BrC1=CC2=C(C(=CO2)CCN)C=C1 (2-(6-Bromo-benzofuran-3-yl)-ethylamine). As a reaction SMILES: [Br:1][C:2]1[CH:13]=[CH:12][C:5]2[C:6]([CH2:9][C:10]#[N:11])=[CH:7][O:8][C:4]=2[CH:3]=1>C1COCC1>[Br:1][C:2]1[CH:13]=[CH:12][C:5]2[C:6]([CH2:9][CH2:10][NH2:11])=[CH:7][O:8][C:4]=2[CH:3]=1. Procedure: A solution of 11-6 (10.9 g, 0.0462 mol) in THF (100 mL) was cooled to 0° C. and treated dropwise with BH3 /THF solution (1Molar, 110.8 mL, 0.11 mol). The cold bath was removed and the reaction stirred overnight. MeOH was carefully added (20 mL) and the solvent removed under vacuum. The residue was dissolved in 50 mL MeOH and 400 mL MeOH saturated with HCl and heated to reflux for 3 hours. The volatile components were removed under vacuum and the residue was suspended in Et2O. A bright yellow sol... Reactants: C(CCCCC)N1CC(C(CC1)(C1=CC(=CC=C1)C=C)C)C (1-Hexyl-3,4-dimethyl-4-(3-vinylphenyl)piperidine), O (water), C[N+]1(CCOCC1)[O-] (4-methylmorpholine N-oxide). The reagents and catalysts are [Os](=O)(=O)(=O)=O (osmium tetroxide). The solvent is CC(=O)C (acetone). Yields the product C(CCCCC)N1CC(C(CC1)(C1=CC(=CC=C1)C(CO)O)C)C (1-Hexyl-3,4-dimethyl-4-(3-(1,2-dihydroxyethyl)phenyl)-piperidine). As a reaction SMILES: [CH2:1]([N:7]1[CH2:12][CH2:11][C:10]([CH3:21])([C:13]2[CH:18]=[CH:17][CH:16]=[C:15]([CH:19]=[CH2:20])[CH:14]=2)[CH:9]([CH3:22])[CH2:8]1)[CH2:2][CH2:3][CH2:4][CH2:5][CH3:6].C[N+]1([O-])CC[O:27]CC1.[OH2:31]>CC(C)=O.[Os](=O)(=O)(=O)=O>[CH2:1]([N:7]1[CH2:12][CH2:11][C:10]([CH3:21])([C:13]2[CH:18]=[CH:17][CH:16]=[C:15]([CH:19]([OH:27])[CH2:20][OH:31])[CH:14]=2)[CH:9]([CH3:22])[CH2:8]1)[CH2:2][CH2:3][CH2:4][CH2:5][CH3:6]. Reported procedure: 1-Hexyl-3,4-dimethyl-4-(3-vinylphenyl)piperidine (Example 26, 200 mg, 0.67 mmol) was dissolved in a mixture of water (2 mL) and acetone (18 mL). 4-methylmorpholine N-oxide (172 mg, 1.47 mmol) was added with stirring followed by osmium tetroxide (200 μL, 2.5% w/w in tert-butanol). The reaction mixture was stirred at room temperature for 4 hours before the solvent was removed by evaporation in vacuo. The residue was partitioned between dichloromethane (25 mL) and water (25 mL). The organic phase w... Starting materials: O=C1CCC(=O)N1Br, COC(=O)C(Oc1ccc(C)cc1C(=O)c1ccccc1)c1ccccc1, ClC(Cl)(Cl)Cl, CC(C)(C#N)N=NC(C)(C)C#N. Product: COC(=O)C(Oc1ccc(CBr)cc1C(=O)c1ccccc1)c1ccccc1. RXN SMILES: [Br:28][N:29]1[C:30](=[O:31])[CH2:32][CH2:33][C:34]1=[O:35].[C:1]([c:2]1[cH:3][cH:4][cH:5][cH:6][cH:7]1)(=[O:8])[c:9]1[c:10]([O:11][CH:12]([C:13](=[O:14])[O:15][CH3:16])[c:17]2[cH:18][cH:19][cH:20][cH:21][cH:22]2)[cH:23][cH:24][c:25]([CH3:27])[cH:26]1.[Cl:48][C:49]([Cl:50])([Cl:51])[Cl:52].[N:36]#[C:37][C:38]([N:39]=[N:40][C:41]([C:42]#[N:43])([CH3:44])[CH3:45])([CH3:46])[CH3:47]>>[C:1]([c:2]1[cH:3][cH:4][cH:5][cH:6][cH:7]1)(=[O:8])[c:9]1[c:10]([O:11][CH:12]([C:13](=[O:14])[O:15][CH3:16])[c:17]2[cH:18][cH:19][cH:20][cH:21][cH:22]2)[cH:23][cH:24][c:25]([CH2:27][Br:28])[cH:26]1. Reactants: CC(C)(C)C(O[SiH](c1ccccc1)c1ccccc1)c1cncc(F)c1, O=C([O-])O, [Li]CCCC, CCCCCC, CCOCC, O=Cc1cc(F)ccc1F, [Na+], O. Yields the product CC(C)(C)C(O[SiH](c1ccccc1)c1ccccc1)c1cnc(C(O)c2cc(F)ccc2F)c(F)c1. RXN SMILES: [C:12]([CH3:13])([CH3:14])([CH3:15])[CH:16]([c:17]1[cH:18][n:19][cH:20][c:21]([F:23])[cH:22]1)[O:24][SiH:25]([c:26]1[cH:27][cH:28][cH:29][cH:30][cH:31]1)[c:32]1[cH:33][cH:34][cH:35][cH:36][cH:37]1.[C:48](=[O:49])([OH:50])[O-:51].[CH2:7]([Li:8])[CH2:9][CH2:10][CH3:11].[CH3:1][CH2:2][CH2:3][CH2:4][CH2:5][CH3:6].[CH3:54][CH2:55][O:56][CH2:57][CH3:58].[F:38][c:39]1[c:40]([CH:41]=[O:42])[cH:43][c:44]([F:47])[cH:45][cH:46]1.[Na+:52].[OH2:53]>>[C:12]([CH3:13])([CH3:14])([CH3:15])[CH:16]([c:17]1[cH:18][n:19][c:20]([CH:41]([c:40]2[c:39]([F:38])[cH:46][cH:45][c:44]([F:47])[cH:43]2)[OH:42])[c:21]([F:23])[cH:22]1)[O:24][SiH:25]([c:26]1[cH:27][cH:28][cH:29][cH:30][cH:31]1)[c:32]1[cH:33][cH:34][cH:35][cH:36][cH:37]1. The reactants are CC[O-], CCO, Cl, Cl, [K+], CSC(=N)NN1CCc2ccccc21, NO. Product: N=C(NO)NN1CCc2ccccc21. As a reaction SMILES: [CH3:19][CH2:20][O-:21].[CH3:23][CH2:24][OH:25].[ClH:16].[ClH:1].[K+:22].[N:2]1([NH:11][C:12]([S:13][CH3:14])=[NH:15])[CH2:3][CH2:4][c:5]2[cH:6][cH:7][cH:8][cH:9][c:10]21.[NH2:17][OH:18]>>[N:2]1([NH:11][C:12](=[NH:15])[NH:17][OH:18])[CH2:3][CH2:4][c:5]2[cH:6][cH:7][cH:8][cH:9][c:10]21. As a reaction SMILES: [CH3:1][c:2]1[cH:3][cH:4][c:5]([S:8](=[O:9])(=[O:10])[O:11][CH2:12][CH:13]([CH:14]=[CH2:15])[O:16][c:17]2[c:18]([CH:27]=[CH2:28])[cH:19][cH:20][c:21]3[cH:22][cH:23][cH:24][cH:25][c:26]23)[cH:6][cH:7]1.[CH:32](=[Ru+2:33])[c:34]1[cH:35][cH:36][cH:37][cH:38][cH:39]1.[CH:40]1([P:41]([CH:42]2[CH2:43][CH2:44][CH2:45][CH2:46]2)[CH:47]2[CH2:48][CH2:49][CH2:50][CH2:51]2)[CH2:52][CH2:53][CH2:54][CH2:55]1.[CH:56]1([P:57]([CH:58]2[CH2:59][CH2:60][CH2:61][CH2:62]2)[CH:63]2[CH2:64][CH2:65][CH2:66][CH2:67]2)[CH2:68][CH2:69][CH2:70][CH2:71]1.[Cl:29][CH2:30][Cl:31]>>[CH3:1][c:2]1[cH:3][cH:4][c:5]([S:8](=[O:9])(=[O:10])[O:11][CH2:12][CH:13]2[CH:14]=[CH:15][c:18]3[c:17]([c:26]4[c:21]([cH:20][cH:19]3)[cH:22][cH:23][cH:24][cH:25]4)[O:16]2)[cH:6][cH:7]1. Yields the product Cc1ccc(S(=O)(=O)OCC2C=Cc3ccc4ccccc4c3O2)cc1. Starting materials: C=Cc1ccc2ccccc2c1OC(C=C)COS(=O)(=O)c1ccc(C)cc1, [Ru+2]=Cc1ccccc1, C1CCC(P(C2CCCC2)C2CCCC2)C1, C1CCC(P(C2CCCC2)C2CCCC2)C1, ClCCl. Starting materials: CC(C)(C)[Si](C)(C)OC1CCC(O)C1, CC1CCCO1, O=C1NC(=O)c2cc(Cl)c(Cl)cc21, CC(C)OC(=O)N=NC(=O)OC(C)C, c1ccc(P(c2ccccc2)c2ccccc2)cc1. The product is CC(C)(C)[Si](C)(C)OC1CCC(N2C(=O)c3cc(Cl)c(Cl)cc3C2=O)C1. Reaction SMILES: [C:1]([CH3:2])([CH3:3])([CH3:4])[Si:5]([O:6][CH:7]1[CH2:8][CH:9]([OH:12])[CH2:10][CH2:11]1)([CH3:13])[CH3:14].[CH3:61][CH:62]1[CH2:63][CH2:64][CH2:65][O:66]1.[Cl:48][c:49]1[cH:50][c:51]2[c:52]([cH:58][c:59]1[Cl:60])[C:53](=[O:54])[NH:55][C:56]2=[O:57].[O:34]=[C:35]([O:36][CH:37]([CH3:38])[CH3:39])[N:40]=[N:41][C:42]([O:43][CH:44]([CH3:45])[CH3:46])=[O:47].[c:15]1([P:16]([c:17]2[cH:18][cH:19][cH:20][cH:21][cH:22]2)[c:23]2[cH:24][cH:25][cH:26][cH:27][cH:28]2)[cH:29][cH:30][cH:31][cH:32][cH:33]1>>[C:1]([CH3:2])([CH3:3])([CH3:4])[Si:5]([O:6][CH:7]1[CH2:8][CH:9]([N:55]2[C:53](=[O:54])[c:52]3[c:51]([cH:50][c:49]([Cl:48])[c:59]([Cl:60])[cH:58]3)[C:56]2=[O:57])[CH2:10][CH2:11]1)([CH3:13])[CH3:14].